describe an organic reaction: reactants, conditions, products, and yield From a dataset of the Open Reaction Database (ORD), a public repository of structured organic reaction records. The reactants are Example 1 ( 2 ), S1CCC(CC1)OC1=C(C=CC=C1)[N+](=O)[O-] (2-(tetrahydro-4H-thiopyran-4-yloxy)nitrobenzene), [Cl-].[NH4+] (ammonium chloride). The reagents and catalysts are [Fe] (iron). Yields the product S1CCC(CC1)OC1=C(N)C=CC=C1 (2-(tetrahydro-4H-thiopyran-4-yloxy)aniline). Isolated yield 98.3%. As a reaction SMILES: [S:1]1[CH2:6][CH2:5][CH:4]([O:7][C:8]2[CH:13]=[CH:12][CH:11]=[CH:10][C:9]=2[N+:14]([O-])=O)[CH2:3][CH2:2]1.[Cl-].[NH4+]>[Fe]>[S:1]1[CH2:2][CH2:3][CH:4]([O:7][C:8]2[CH:13]=[CH:12][CH:11]=[CH:10][C:9]=2[NH2:14])[CH2:5][CH2:6]1 |f:1.2|. Procedure details: Following a reaction similar to that of Example 1 (2) using 5.0 g of 2-(tetrahydro-4H-thiopyran-4-yloxy)nitrobenzene, iron powder and ammonium chloride, there was obtained 4.3 g of 2-(tetrahydro-4H-thiopyran-4-yloxy)aniline. Reactants: 62(1987)-215588 A1, O[C@@H]1C[C@H](N(C1)C(CC(C1=CC=CC=C1)(C1=CC=CC=C1)C1=CC=CC=C1)=O)C(=O)N1[C@H](CCC1)C(=O)NC[C@@H]1CNCCC1 ((2R)-1-{(2S,4R)-4-hydroxy-1-(3,3,3-triphenylpropanoyl)pyrrolidin-2-yl}carbonyl-N-((3S)-3-piperidylmethyl)pyrrolidine-2-carboxamide), C(C)NCC (diethylamine), BrCCCCBr (1,4-dibromobutane), C(Cl)(Cl)Cl (chloroform), C(Cl)(Cl)Cl (chloroform). Conditions: time 6 day. Yields the product [Cl-].O[C@@H]1C[C@H](N(C1)C(CC(C1=CC=CC=C1)(C1=CC=CC=C1)C1=CC=CC=C1)=O)C(=O)N1[C@H](CCC1)C(=O)NC[C@@H]1C[N+]2(CCCC2)CCC1 ((7R)-7-({({(2R)-1-({(2S,4R)-4-hydroxy-1-(3,3,3-triphenylpropanoyl)-2-pyrrolidinyl}carbonyl)-2-pyrrolidinyl}carbonyl)amino}methyl)-5-azoniaspiro[4.5]decane chloride). As a reaction SMILES: [OH:1][C@H:2]1[CH2:6][N:5]([C:7](=[O:28])[CH2:8][C:9]([C:22]2[CH:27]=[CH:26][CH:25]=[CH:24][CH:23]=2)([C:16]2[CH:21]=[CH:20][CH:19]=[CH:18][CH:17]=2)[C:10]2[CH:15]=[CH:14][CH:13]=[CH:12][CH:11]=2)[C@H:4]([C:29]([N:31]2[CH2:35][CH2:34][CH2:33][C@@H:32]2[C:36]([NH:38][CH2:39][C@H:40]2[CH2:45][CH2:44][CH2:43][NH:42][CH2:41]2)=[O:37])=[O:30])[CH2:3]1.C(NCC)C.Br[CH2:52][CH2:53][CH2:54][CH2:55]Br.C(Cl)(Cl)[Cl:58]>>[Cl-:58].[OH:1][C@H:2]1[CH2:6][N:5]([C:7](=[O:28])[CH2:8][C:9]([C:22]2[CH:27]=[CH:26][CH:25]=[CH:24][CH:23]=2)([C:10]2[CH:11]=[CH:12][CH:13]=[CH:14][CH:15]=2)[C:16]2[CH:21]=[CH:20][CH:19]=[CH:18][CH:17]=2)[C@H:4]([C:29]([N:31]2[CH2:35][CH2:34][CH2:33][C@@H:32]2[C:36]([NH:38][CH2:39][C@H:40]2[CH2:45][CH2:44][CH2:43][N+:42]3([CH2:55][CH2:54][CH2:53][CH2:52]3)[CH2:41]2)=[O:37])=[O:30])[CH2:3]1 |f:4.5|. Reported procedure: The method of Japan Kokai (laid-open) No. Sho 62(1987)-215588 A1 was followed. In 0.6 ml of chloroform, 41 mg of (2R)-1-{(2S,4R)-4-hydroxy-1-(3,3,3-triphenylpropanoyl)pyrrolidin-2-yl}carbonyl-N-((3S)-3-piperidylmethyl)pyrrolidine-2-carboxamide, 0.014 ml of diethylamine and 0.032 ml of 1,4-dibromobutane were dissolved, and the solution was allowed to stand in a hermetically sealed vessel for 6 days. The reaction liquid was diluted with chloroform and the solvent was distilled off under reduced pr...